Dataset: the Open Reaction Database (ORD), a public repository of structured organic reaction records. Task: describe an organic reaction: reactants, conditions, products, and yield Reactants: C#Cc1cc(Br)ccc1CC(=O)OC, CO. The product is CCc1cc(Br)ccc1CC(=O)OC. Reaction SMILES: [Br:1][c:2]1[cH:3][c:4]([C:13]#[CH:14])[c:5]([CH2:8][C:9](=[O:10])[O:11][CH3:12])[cH:6][cH:7]1.[CH3:15][OH:16]>>[Br:1][c:2]1[cH:3][c:4]([CH2:13][CH3:14])[c:5]([CH2:8][C:9](=[O:10])[O:11][CH3:12])[cH:6][cH:7]1. Reactants: [N+](=O)([O-])C1=C(N)C=CC(=C1)O[Si](C)(C)C(C)(C)C (2-nitro-4-(tert-butyldimethylsilyloxy)aniline), C1(C=2C(C(=O)O1)=CC=CC2)=O (phthalic anhydride), C(C)(C)N(CC)C(C)C (diisopropylethylamine). The solvent is C1(=CC=CC=C1)C (toluene). Yields the product [Si](C)(C)(C(C)(C)C)OC=1C=CC(=C(C1)[N+](=O)[O-])N1C(C=2C(C1=O)=CC=CC2)=O (5-(tert-Butyldimethylsilyloxy)-2-phthalimido-1-nitrobenzene). The yield is 79.5%. As a reaction SMILES: [N+:1]([C:4]1[CH:10]=[C:9]([O:11][Si:12]([C:15]([CH3:18])([CH3:17])[CH3:16])([CH3:14])[CH3:13])[CH:8]=[CH:7][C:5]=1[NH2:6])([O-:3])=[O:2].[C:19]1(=O)[O:24][C:22](=[O:23])[C:21]2=[CH:25][CH:26]=[CH:27][CH:28]=[C:20]12.C(N(C(C)C)CC)(C)C>C1(C)C=CC=CC=1>[Si:12]([O:11][C:9]1[CH:8]=[CH:7][C:5]([N:6]2[C:22](=[O:23])[C:21]3=[CH:25][CH:26]=[CH:27][CH:28]=[C:20]3[C:19]2=[O:24])=[C:4]([N+:1]([O-:3])=[O:2])[CH:10]=1)([C:15]([CH3:18])([CH3:17])[CH3:16])([CH3:13])[CH3:14]. Reported procedure: A mixture of 2-nitro-4-(tert-butyldimethylsilyloxy)aniline (10.3 g, 38.5 mmol) and phthalic anhydride (6.50 g, 41.5 mmol) in toluene (30 mL) was refluxed for 18 h. A Dean-Stark apparatus was fitted to the flask, diisopropylethylamine (0.1 mL) was added and water was removed azeotropically over the next 24 h. About 20 mL of solvent was removed by distillation and the resultant solution allowed to cool to room temperature. The residue was diluted with methylene chloride and passed through a plug o... Starting materials: NC=1C=C2CC(N(C2=CC1)C(=O)N)=O (5-amino-2-oxindole-1-carboxamide), C(C)(=O)Cl (acetyl chloride), Cl (hydrochloric acid). The reagents and catalysts are CN(C)C1=CC=NC=C1 (4-(N,N-dimethylamino)pyridine). Run at time 15 minute. The product is C(C)(=O)NC=1C=C2CC(N(C2=CC1)C(=O)N)=O (5-Acetamido-2-oxindole-1-carboxamide). As a reaction SMILES: [NH2:1][C:2]1[CH:3]=[C:4]2[C:8](=[CH:9][CH:10]=1)[N:7]([C:11]([NH2:13])=[O:12])[C:6](=[O:14])[CH2:5]2.[C:15](Cl)(=[O:17])[CH3:16].Cl>CN(C1C=CN=CC=1)C>[C:15]([NH:1][C:2]1[CH:3]=[C:4]2[C:8](=[CH:9][CH:10]=1)[N:7]([C:11]([NH2:13])=[O:12])[C:6](=[O:14])[CH2:5]2)(=[O:17])[CH3:16]. Reported procedure: A slurry of 0.5 g. (2.6 mmole) of 5-amino-2-oxindole-1-carboxamide and 0.35 g. of 4-(N,N-dimethylamino)pyridine was stirred at 10° C., and then 0.20 ml. (2.8 mmole) of acetyl chloride was added. Stirring was continued at ca -10° C. for 20 minutes and at room temperature for 15 minutes, and then 20 ml. of 1N hydrochloric acid was added. The solid was recovered by filtration, and dried, to give 0.20 g. of the title compound as a cream-colored solid.